This data is from the Open Reaction Database (ORD), a public repository of structured organic reaction records. The task is: describe an organic reaction: reactants, conditions, products, and yield The reactants are ClC=1C=CC(=C(C1)O)B1OC(C(O1)(C)C)(C)C (5-chloro-2-(4,4,5,5-tetramethyl-1,3,2-dioxaborolan-2-yl)phenol), CC(C)(C)OC (MTBE), ClC=1N=NC(=CC1)OC1CC(NC(C1)(C)C)(C)C (3-chloro-6-((2,2,6,6-tetramethylpiperidin-4-yl)oxy)pyridazine), K3PO4-3H2O. The reagents and catalysts are C=1C=CC(=CC1)[P](C=2C=CC=CC2)(C=3C=CC=CC3)[Pd]([P](C=4C=CC=CC4)(C=5C=CC=CC5)C=6C=CC=CC6)([P](C=7C=CC=CC7)(C=8C=CC=CC8)C=9C=CC=CC9)[P](C=1C=CC=CC1)(C=1C=CC=CC1)C=1C=CC=CC1 (Pd(PPh3)4). The solvent is O (water), Petroleum ether. Conditions: temperature 89 celsius, time 16 hour. Product: Cl.ClC=1C=CC(=C(C1)O)C=1N=NC(=CC1)OC1CC(NC(C1)(C)C)(C)C (5-chloro-2-(6-((2,2,6,6-tetramethylpiperidin-4-yl)oxy)pyridazin-3-yl)phenol hydrochloride). Yield: 91.7%. RXN SMILES: [Cl:1][C:2]1[CH:3]=[CH:4][C:5](B2OC(C)(C)C(C)(C)O2)=[C:6]([OH:8])[CH:7]=1.Cl[C:19]1[N:20]=[N:21][C:22]([O:25][CH:26]2[CH2:31][C:30]([CH3:33])([CH3:32])[NH:29][C:28]([CH3:35])([CH3:34])[CH2:27]2)=[CH:23][CH:24]=1.CC(OC)(C)C>O.C1C=CC([P]([Pd]([P](C2C=CC=CC=2)(C2C=CC=CC=2)C2C=CC=CC=2)([P](C2C=CC=CC=2)(C2C=CC=CC=2)C2C=CC=CC=2)[P](C2C=CC=CC=2)(C2C=CC=CC=2)C2C=CC=CC=2)(C2C=CC=CC=2)C2C=CC=CC=2)=CC=1>[ClH:1].[Cl:1][C:2]1[CH:3]=[CH:4][C:5]([C:19]2[N:20]=[N:21][C:22]([O:25][CH:26]3[CH2:31][C:30]([CH3:33])([CH3:32])[NH:29][C:28]([CH3:35])([CH3:34])[CH2:27]3)=[CH:23][CH:24]=2)=[C:6]([OH:8])[CH:7]=1 |f:5.6,^1:46,48,67,86|. Procedure: To the solution containing 5-chloro-2-(4,4,5,5-tetramethyl-1,3,2-dioxaborolan-2-yl)phenol (1.22 kg, 4.8 mol) from the previous step was added 3-chloro-6-((2,2,6,6-tetramethylpiperidin-4-yl)oxy)pyridazine (1.17 kg, 4.4 mol). K3PO4-3H2O (2.34 kg, 8.8 mol) was dissolved in water (5 L) then added to the above solution. The mixture was purged with nitrogen 3 times. Pd(PPh3)4 (500 g, 0.42 mol) was added under nitrogen, and the reaction mixture was heated to reflux at 89° C. for 16 hours. After 16 hour... The product is N1C(=NC2=C1C=CC=C2)C=2C(=NC=C(N2)C=2CCNCC2)N (3-(1H-benzo[d]imidazol-2-yl)-5-(1,2,3,6-tetrahydropyridin-4-yl)pyrazin-2-amine). Solvent: C(Cl)Cl (DCM). Isolated yield 48.0%. RXN SMILES: C(OC([N:8](C(OC(C)(C)C)=O)[C:9]1[C:10]([C:28]2[N:32](C(OC(C)(C)C)=O)[C:31]3[CH:40]=[CH:41][CH:42]=[CH:43][C:30]=3[N:29]=2)=[N:11][C:12]([C:15]2[CH2:16][CH2:17][N:18](C(OC(C)(C)C)=O)[CH2:19][CH:20]=2)=[CH:13][N:14]=1)=O)(C)(C)C.C(O)(C(F)(F)F)=O>C(Cl)Cl>[NH:29]1[C:30]2[CH:43]=[CH:42][CH:41]=[CH:40][C:31]=2[N:32]=[C:28]1[C:10]1[C:9]([NH2:8])=[N:14][CH:13]=[C:12]([C:15]2[CH2:16][CH2:17][NH:18][CH2:19][CH:20]=2)[N:11]=1. Starting materials: C(C)(C)(C)OC(=O)N(C=1C(=NC(=CN1)C=1CCN(CC1)C(=O)OC(C)(C)C)C1=NC2=C(N1C(=O)OC(C)(C)C)C=CC=C2)C(=O)OC(C)(C)C (tert-butyl 2-(3-(bis(tert-butoxycarbonyl)amino)-6-(1-(tert-butoxycarbonyl)-1,2,3,6-tetrahydropyridin-4-yl)pyrazin-2-yl)-1H-benzo[d]imidazole-1-carboxylate), C(=O)(C(F)(F)F)O (TFA). Reaction conditions: time 4 hour. Procedure details: A solution of tert-butyl 2-(3-(bis(tert-butoxycarbonyl)amino)-6-(1-(tert-butoxycarbonyl)-1,2,3,6-tetrahydropyridin-4-yl)pyrazin-2-yl)-1H-benzo[d]imidazole-1-carboxylate (1.7248 g, 2.490 mmol) in DCM (17.25 mL) was treated with TFA (5 mL, 64.90 mmol) and left to stir at ambient temperature for 4 hours. The reaction mixture was concentrated in vacuo and triturated from MeOH/Toluene and the resultant orange solid was filtered off (622 mg, 48% Yield). 1H NMR (400.0 MHz, DMSO) d 2.90 (2H, m), 3.41 (2... Starting materials: [N+](=O)([O-])C1=CC=C(C=C1)CCN1C(CNCC1)=O (1-[2-(4-Nitrophenyl)ethyl]piperazin-2-one), [N+](=O)([O-])C1=C(C(=O)OC)C=C(C=C1)CC=O (Methyl 2-nitro-5-(2-oxoethyl)benzoate). The product is [N+](=O)([O-])C1=C(C(=O)OC)C=C(C=C1)CCN1CC(N(CC1)CCC1=CC=C(C=C1)[N+](=O)[O-])=O (Methyl 2-nitro-5-(2-{4-[2-(4-nitrophenyl)ethyl]-3-oxopiperazin-1-yl}ethyl)benzoate). RXN SMILES: [N+:1]([C:4]1[CH:9]=[CH:8][C:7]([CH2:10][CH2:11][N:12]2[CH2:17][CH2:16][NH:15][CH2:14][C:13]2=[O:18])=[CH:6][CH:5]=1)([O-:3])=[O:2].[N+:19]([C:22]1[CH:31]=[CH:30][C:29]([CH2:32][CH:33]=O)=[CH:28][C:23]=1[C:24]([O:26][CH3:27])=[O:25])([O-:21])=[O:20]>>[N+:19]([C:22]1[CH:31]=[CH:30][C:29]([CH2:32][CH2:33][N:15]2[CH2:16][CH2:17][N:12]([CH2:11][CH2:10][C:7]3[CH:8]=[CH:9][C:4]([N+:1]([O-:3])=[O:2])=[CH:5][CH:6]=3)[C:13](=[O:18])[CH2:14]2)=[CH:28][C:23]=1[C:24]([O:26][CH3:27])=[O:25])([O-:21])=[O:20]. Reported procedure: The title compound was prepared from 1-[2-(4-Nitrophenyl)ethyl]piperazin-2-one and Methyl 2-nitro-5-(2-oxoethyl)benzoate following essentially the same procedure as Example 6. The product was purified by mass-directed reverse phase HPLC (AcCN-Water with 0.1% TFA). LC-MS (IE, m/z): 457 [M+1]+.